Dataset: the Open Reaction Database (ORD), a public repository of structured organic reaction records. Task: describe an organic reaction: reactants, conditions, products, and yield Yields the product CC(C)[Si](Oc1c(F)cc(CC(CO)CCc2ccc(C#N)cc2)cc1F)(C(C)C)C(C)C. Starting materials: CC(C)[Si](Oc1c(F)cc(CC(CCc2ccc(C#N)cc2)C(=O)O)cc1F)(C(C)C)C(C)C, C1CCOC1, [Cl-], [NH4+]. As a reaction SMILES: [C:1](#[N:2])[c:3]1[cH:4][cH:5][c:6]([CH2:9][CH2:10][CH:11]([C:12](=[O:13])[OH:14])[CH2:15][c:16]2[cH:17][c:18]([F:34])[c:19]([O:23][Si:24]([CH:25]([CH3:26])[CH3:27])([CH:28]([CH3:29])[CH3:30])[CH:31]([CH3:32])[CH3:33])[c:20]([F:22])[cH:21]2)[cH:7][cH:8]1.[CH2:37]1[O:38][CH2:39][CH2:40][CH2:41]1.[Cl-:35].[NH4+:36]>>[C:1](#[N:2])[c:3]1[cH:4][cH:5][c:6]([CH2:9][CH2:10][CH:11]([CH2:12][OH:13])[CH2:15][c:16]2[cH:17][c:18]([F:34])[c:19]([O:23][Si:24]([CH:25]([CH3:26])[CH3:27])([CH:28]([CH3:29])[CH3:30])[CH:31]([CH3:32])[CH3:33])[c:20]([F:22])[cH:21]2)[cH:7][cH:8]1. Starting materials: Brc1cccc2cnccc12, CC(C)(C)P(c1ccccc1-c1ccccc1)C(C)(C)C, CC(C)(C)OC(=O)NCCCCCN, CC(C)(C)[O-], Cc1ccccc1, [Na+]. The product is CC(C)(C)OC(=O)NCCCCCNc1cccc2cnccc12. Reaction SMILES: [Br:1][c:2]1[c:3]2[cH:4][cH:5][n:6][cH:7][c:8]2[cH:9][cH:10][cH:11]1.[C:12]([P:13]([C:14]([CH3:15])([CH3:16])[CH3:17])[c:18]1[cH:19][cH:20][cH:21][cH:22][c:23]1-[c:24]1[cH:25][cH:26][cH:27][cH:28][cH:29]1)([CH3:30])([CH3:31])[CH3:32].[C:33]([CH3:34])([CH3:35])([CH3:36])[O:37][C:38]([NH:39][CH2:40][CH2:41][CH2:42][CH2:43][CH2:44][NH2:45])=[O:46].[CH3:47][C:48]([CH3:49])([O-:50])[CH3:51].[CH3:53][c:54]1[cH:55][cH:56][cH:57][cH:58][cH:59]1.[Na+:52]>>[c:2]1([NH:45][CH2:44][CH2:43][CH2:42][CH2:41][CH2:40][NH:39][C:38]([O:37][C:33]([CH3:34])([CH3:35])[CH3:36])=[O:46])[c:3]2[cH:4][cH:5][n:6][cH:7][c:8]2[cH:9][cH:10][cH:11]1. The reactants are O=C([O-])[O-], CC(C)=O, Cl, O=S(=O)(OCC(F)(F)C(F)(F)F)C(F)(F)F, N#CC(C#N)CC(F)(F)C(F)(F)C(F)(F)C(F)F, [K+], [K+]. The product is N#CC(C#N)(CC(F)(F)C(F)(F)F)CC(F)(F)C(F)(F)C(F)(F)C(F)F. Reaction SMILES: [C:35](=[O:36])([O-:37])[O-:38].[CH3:42][C:43](=[O:44])[CH3:45].[ClH:41].[F:19][C:20]([F:21])([F:22])[S:23]([O:24][CH2:25][C:26]([C:27]([F:28])([F:29])[F:30])([F:31])[F:32])(=[O:33])=[O:34].[F:1][C:2]([CH2:3][CH:4]([C:5]#[N:6])[C:7]#[N:8])([C:9]([C:10]([CH:11]([F:12])[F:13])([F:14])[F:15])([F:16])[F:17])[F:18].[K+:39].[K+:40]>>[F:1][C:2]([CH2:3][C:4]([C:5]#[N:6])([C:7]#[N:8])[CH2:25][C:26]([C:27]([F:28])([F:29])[F:30])([F:31])[F:32])([C:9]([C:10]([CH:11]([F:12])[F:13])([F:14])[F:15])([F:16])[F:17])[F:18]. Starting materials: Cl.COC(C(CC1=CC(=C(C=C1)Cl)Cl)N)=O (2-amino-3-(3,4-dichloro-phenyl)-propionic acid methyl ester hydrochloride), IC1=CC(=C(C(=O)O)C=C1)[N+](=O)[O-] (4-iodo-2-nitrobenzoic acid), O (water). The reagents and catalysts are CN(C)C=1C=CN=CC1 (DMAP). Solvent: O=S(Cl)Cl (SOCl2). Conditions: time 8 hour. Product: COC([C@H](CC1=CC(=C(C=C1)Cl)Cl)NC(C1=C(C=C(C=C1)I)N)=O)=O ((S)-2-(2-Amino-4-iodo-benzoylamino)-3-(3,4-dichloro-phenyl)-propionic acid methyl ester). Isolated yield 52.9%. RXN SMILES: [I:1][C:2]1[CH:10]=[CH:9][C:5]([C:6]([OH:8])=O)=[C:4]([N+:11]([O-])=O)[CH:3]=1.Cl.[CH3:15][O:16][C:17](=[O:29])[CH:18]([NH2:28])[CH2:19][C:20]1[CH:25]=[CH:24][C:23]([Cl:26])=[C:22]([Cl:27])[CH:21]=1.O>O=S(Cl)Cl.CN(C1C=CN=CC=1)C>[CH3:15][O:16][C:17](=[O:29])[C@@H:18]([NH:28][C:6](=[O:8])[C:5]1[CH:9]=[CH:10][C:2]([I:1])=[CH:3][C:4]=1[NH2:11])[CH2:19][C:20]1[CH:25]=[CH:24][C:23]([Cl:26])=[C:22]([Cl:27])[CH:21]=1 |f:1.2|. Reported procedure: A solution of 4-iodo-2-nitrobenzoic acid (0.35 g, 1.20 mmol) dissolved in SOCl2 (5 mL) was heated at reflux for 2 h. The mixture was concentrated and the resulting liquid was dissolved in DMF (5 mL). DMAP (161 mg, 1.32 mmol) and 2-amino-3-(3,4-dichloro-phenyl)-propionic acid methyl ester hydrochloride (0.37 g, 1.32 mmol) were added and the solution was stirred overnight at rt. The mixture was poured into water and extracted with EtOAc (3×). The organic layers were combined, dried (MgSO4), and co...